The task is: describe an organic reaction: reactants, conditions, products, and yield. This data is from the Open Reaction Database (ORD), a public repository of structured organic reaction records. The yield is 80.0%. Run in O (water). Reaction SMILES: [CH3:1][CH:2]([OH:8])[CH:3]=[CH:4][CH:5]([OH:7])[CH3:6].[CH:9](=O)[CH2:10][CH2:11][CH3:12].C1(C)C=CC=CC=1>C1(C)C=CC(S(O)(=O)=O)=CC=1.O>[CH2:10]([CH:9]1[O:8][CH:2]([CH3:1])[CH:3]=[CH:4][CH:5]([CH3:6])[O:7]1)[CH2:11][CH3:12]. Procedure details: A mixture of 580 g (5 moles) of hex-3-ene-2,5-diol, 3 g of p-toluenesulfonic acid, 360 g (5 moles) of n-butanal and 1 l of toluene was refluxed, and the resulting water of reaction (108 ml) was removed in the course of 3 h. Thereafter, the mixture was left to cool to room temperature, 10 ml of a 25% strength aqueous sodium hydroxide solution were added, the mixture was washed neutral with a little water and the toluene was removed under reduced pressure at from 50° to 60° C. The residue obtained... Product: C(CC)C1OC(C=CC(O1)C)C (2-propyl-4,7-dimethyl-4,7-dihydro-1,3-dioxepin). Reactants: CC(C=CC(C)O)O (hex-3-ene-2,5-diol), C(CCC)=O (n-butanal), C1(=CC=CC=C1)C (toluene). The reagents and catalysts are C1(=CC=C(C=C1)S(=O)(=O)O)C (p-toluenesulfonic acid).